This data is from the Open Reaction Database (ORD), a public repository of structured organic reaction records. The task is: describe an organic reaction: reactants, conditions, products, and yield Starting materials: C(C=C)OCC1(CCN(CC1)C(=O)OC(C)(C)C)C (tert-Butyl 4-((allyloxy)methyl)-4-methylpiperidine-1-carboxylate), solution, Cl.CCOCC (HCl ether). Reaction conditions: time 24 hour. The product is C(C=C)OCC1(CCNCC1)C (4-((allyloxy)methyl)-4-methylpiperidine). The yield is 117.2%. Reaction SMILES: [CH2:1]([O:4][CH2:5][C:6]1([CH3:19])[CH2:11][CH2:10][N:9](C(OC(C)(C)C)=O)[CH2:8][CH2:7]1)[CH:2]=[CH2:3].Cl.CCOCC>>[CH2:1]([O:4][CH2:5][C:6]1([CH3:19])[CH2:7][CH2:8][NH:9][CH2:10][CH2:11]1)[CH:2]=[CH2:3] |f:1.2|. Reported procedure: tert-Butyl 4-((allyloxy)methyl)-4-methylpiperidine-1-carboxylate (300 mg, 1.114 mmol) was placed in a 25 mL RBF. A 2N solution of HCl/ether was added (7 mL) and the vessel was sealed with a septa. The colorless homogeneous solution was stirred for 24 h. An aliquot was removed and analyzed by 1H NMR which indicated that the reaction was complete. The reaction mixture was concentrated in vacuo to give 221 mg (96%) of 4-((allyloxy)methyl)-4-methylpiperidine as a white sticky solid. 1H NMR (500 MHz,...